Dataset: the Open Reaction Database (ORD), a public repository of structured organic reaction records. Task: describe an organic reaction: reactants, conditions, products, and yield Reported procedure: Using general procedure C, 2-methyl-2-phenyl-cyclobutane-1,3-dione (Lit. 1) was reacted with benzaldehyde and 3,6-dimethyl-1H-indole (Lit. 4) to give the title compound as a colorless solid. MS: 406.4 ([M−H]−). Yields the product CC1=C(NC2=CC(=CC=C12)C)C(C=1C(C(C1O)(C1=CC=CC=C1)C)=O)C1=CC=CC=C1 (2-[(3,6-Dimethyl-1H-indol-2-yl)-phenyl-methyl]-3-hydroxy-4-methyl-4-phenyl-cyclobut-2-enone). Starting materials: CC1(C(CC1=O)=O)C1=CC=CC=C1 (2-methyl-2-phenyl-cyclobutane-1,3-dione), C(C1=CC=CC=C1)=O (benzaldehyde), CC1=CNC2=CC(=CC=C12)C (3,6-dimethyl-1H-indole). As a reaction SMILES: [CH3:1][C:2]1([C:8]2[CH:13]=[CH:12][CH:11]=[CH:10][CH:9]=2)[C:5](=[O:6])[CH2:4][C:3]1=[O:7].[CH:14](=O)[C:15]1[CH:20]=[CH:19][CH:18]=[CH:17][CH:16]=1.[CH3:22][C:23]1[C:31]2[C:26](=[CH:27][C:28]([CH3:32])=[CH:29][CH:30]=2)[NH:25][CH:24]=1>>[CH3:22][C:23]1[C:31]2[C:26](=[CH:27][C:28]([CH3:32])=[CH:29][CH:30]=2)[NH:25][C:24]=1[CH:14]([C:15]1[CH:20]=[CH:19][CH:18]=[CH:17][CH:16]=1)[C:4]1[C:3](=[O:7])[C:2]([CH3:1])([C:8]2[CH:13]=[CH:12][CH:11]=[CH:10][CH:9]=2)[C:5]=1[OH:6]. Reactants: Pd on-charcoal, N(=[N+]=[N-])CC1=CC=2C(C3=CC=CC=C3SC2C=C1)=O (2-azidomethylthioxanthone), [H][H] (Hydrogen). Run in CN(C=O)C (N,N-dimethylformamide), CN(C=O)C (N,N-dimethylformamide). Reaction conditions: temperature 60 celsius. The product is NCC1=CC=2C(C3=CC=CC=C3SC2C=C1)=O (2-aminomethylthioxanthone). The yield is 95.3%. Reaction SMILES: [N:1]([CH2:4][C:5]1[CH:18]=[CH:17][C:16]2[S:15][C:14]3[C:9](=[CH:10][CH:11]=[CH:12][CH:13]=3)[C:8](=[O:19])[C:7]=2[CH:6]=1)=[N+]=[N-].[H][H]>CN(C)C=O>[NH2:1][CH2:4][C:5]1[CH:18]=[CH:17][C:16]2[S:15][C:14]3[C:9](=[CH:10][CH:11]=[CH:12][CH:13]=3)[C:8](=[O:19])[C:7]=2[CH:6]=1. Procedure details: 5 g of 2-azidomethylthioxanthone are dissolved in 50 ml of N,N-dimethylformamide, and 0.5 g of Pd-on-charcoal is added, in an autoclave. Hydrogen is then passed in. The reaction is monitored by means of IR spectroscopy. It has ended when the band at 2,100 cm-1 has disappeared. The reaction mixture is diluted with N,N-dimethylformamide, heated to 60° C. and filtered, the filtrate is cooled and water is added. The crystals which have precipitated are separated off by filtration and dried. 4.3 g (9... Product: COc1cc(OC)nc(C(=O)NS(=O)(=O)CC(C)C)n1. Reactants: CC(C)CS(N)(=O)=O, COc1cc(OC)nc(C(=O)c2ncc[nH]2)n1, COc1cc(OC)nc(C(=O)O)n1, CN(C)C=O, Cl, [H-], [Na+], O. RXN SMILES: [CH2:33]([CH:34]([CH3:35])[CH3:36])[S:37](=[O:38])(=[O:39])[NH2:40].[CH3:14][O:15][c:16]1[cH:17][c:18]([O:19][CH3:20])[n:21][c:22]([C:23]([c:24]2[nH:25][cH:26][cH:27][n:28]2)=[O:29])[n:30]1.[CH3:1][O:2][c:3]1[n:4][c:5]([C:11](=[O:12])[OH:13])[n:6][c:7]([O:9][CH3:10])[cH:8]1.[CH3:42][N:43]([CH3:44])[CH:45]=[O:46].[ClH:41].[H-:31].[Na+:32].[OH2:47]>>[CH3:1][O:2][c:3]1[n:4][c:5]([C:11](=[O:13])[NH:40][S:37]([CH2:33][CH:34]([CH3:35])[CH3:36])(=[O:38])=[O:39])[n:6][c:7]([O:9][CH3:10])[cH:8]1. Reactants: ClC=1C=C(C(=O)O)C=C(C1C)Cl (3,5-dichloro-4-methylbenzoic acid), S(=O)(Cl)Cl (thionyl chloride), CN(C=O)C (dimethylformamide), ClC=1C=C(C(=O)O)C=C(C1C)Cl (3,5-dichloro-4-methylbenzoic acid). Run in C1(=CC=CC=C1)C (toluene). Reaction conditions: time 2 hour. Yields the product ClC=1C=C(C(=O)Cl)C=C(C1C)Cl (3,5-dichloro-4-methylbenzoyl chloride). Isolated yield 110.3%. As a reaction SMILES: [Cl:1][C:2]1[CH:3]=[C:4]([CH:8]=[C:9]([Cl:12])[C:10]=1[CH3:11])[C:5](O)=[O:6].S(Cl)([Cl:15])=O.CN(C)C=O>C1(C)C=CC=CC=1>[Cl:1][C:2]1[CH:3]=[C:4]([CH:8]=[C:9]([Cl:12])[C:10]=1[CH3:11])[C:5]([Cl:15])=[O:6]. Procedure details: A mixture of 3,5-dichloro-4-methylbenzoic acid (230 g, 1.12 moles), thionyl chloride (204 g, 1.71 moles), and dimethylformamide (30 milliliters(ml), in toluene (1 liter) was slowly warmed to 70° C. and stirred at that temperature for 2 hours. The toluene was eliminated in the rotavap to yield 276 g of 3,5-dichloro-4-methylbenzoyl chloride, used in the next step as such. Starting materials: O=Cc1ccncc1Br, C1CCNC1, CC(=O)O. Product: Brc1cnccc1CN1CCCC1. As a reaction SMILES: [Br:1][c:2]1[cH:3][n:4][cH:5][cH:6][c:7]1[CH:8]=[O:9].[CH2:10]1[CH2:11][CH2:12][NH:13][CH2:14]1.[CH3:15][C:16](=[O:17])[OH:18]>>[Br:1][c:2]1[cH:3][n:4][cH:5][cH:6][c:7]1[CH2:8][N:13]1[CH2:12][CH2:11][CH2:10][CH2:14]1. Reactants: COc1ccccc1COCCCOc1ccc(C2CCN(C(=O)OC(C)(C)C)CC2OCc2ccc3c(c2)N(CCOS(=O)(=O)c2ccc(C)cc2)CC3(C)C)cc1, CN(C)C=O, [N-]=[N+]=[N-], [Na+], O. The product is COc1ccccc1COCCCOc1ccc(C2CCN(C(=O)OC(C)(C)C)CC2OCc2ccc3c(c2)N(CCN=[N+]=[N-])CC3(C)C)cc1. RXN SMILES: [CH3:1][C:2]1([CH3:59])[CH2:3][N:4]([CH2:46][CH2:47][O:48][S:49]([c:50]2[cH:51][cH:52][c:53]([CH3:54])[cH:55][cH:56]2)(=[O:57])=[O:58])[c:5]2[cH:6][c:7]([CH2:11][O:12][CH:13]3[CH2:14][N:15]([C:39](=[O:40])[O:41][C:42]([CH3:43])([CH3:44])[CH3:45])[CH2:16][CH2:17][CH:18]3[c:19]3[cH:20][cH:21][c:22]([O:25][CH2:26][CH2:27][CH2:28][O:29][CH2:30][c:31]4[c:32]([O:37][CH3:38])[cH:33][cH:34][cH:35][cH:36]4)[cH:23][cH:24]3)[cH:8][cH:9][c:10]21.[CH3:65][N:66]([CH3:67])[CH:68]=[O:69].[N-:61]=[N+:62]=[N-:63].[Na+:60].[OH2:64]>>[CH3:1][C:2]1([CH3:59])[CH2:3][N:4]([CH2:46][CH2:47][N:61]=[N+:62]=[N-:63])[c:5]2[cH:6][c:7]([CH2:11][O:12][CH:13]3[CH2:14][N:15]([C:39](=[O:40])[O:41][C:42]([CH3:43])([CH3:44])[CH3:45])[CH2:16][CH2:17][CH:18]3[c:19]3[cH:20][cH:21][c:22]([O:25][CH2:26][CH2:27][CH2:28][O:29][CH2:30][c:31]4[c:32]([O:37][CH3:38])[cH:33][cH:34][cH:35][cH:36]4)[cH:23][cH:24]3)[cH:8][cH:9][c:10]21. Reactants: C1(CCCC1)C[C@H](CN(C=O)OCC1=CC=CC=C1)C(=O)NNC1=NC(=NC(=C1F)Cl)Cl ({(2R)-2-(Cyclopentylmethyl)-3-[2-(2,6-dichloro-5-fluoro-4-pyrimidinyl)hydrazino]-3-oxopropyl}[(phenylmethyl)oxy]formamide), N1[C@@H](CCC1)CN1N=NC2=C1N=CN=C2 (3-[(2S)-2-pyrrolidinylmethyl]-3H-[1,2,3]triazolo[4,5-d]pyrimidine), CCN(C(C)C)C(C)C (DIEA). Solvent: CS(=O)C (DMSO). Conditions: temperature 65 celsius. The product is ClC1=NC(=C(C(=N1)NNC([C@@H](CN(C=O)OCC1=CC=CC=C1)CC1CCCC1)=O)F)N1[C@@H](CCC1)CN1N=NC2=C1N=CN=C2 ([(2R)-3-(2-{2-chloro-5-fluoro-6-[(2S)-2-(3H-[1,2,3]triazolo[4,5-d]pyrimidin-3-ylmethyl)-1-pyrrolidinyl]-4-pyrimidinyl}hydrazino)-2-(cyclopentylmethyl)-3-oxopropyl][(phenylmethyl)oxy]formamide). Yield: 23.7%. RXN SMILES: [CH:1]1([CH2:6][C@@H:7]([C:20]([NH:22][NH:23][C:24]2[C:29]([F:30])=[C:28](Cl)[N:27]=[C:26]([Cl:32])[N:25]=2)=[O:21])[CH2:8][N:9]([O:12][CH2:13][C:14]2[CH:19]=[CH:18][CH:17]=[CH:16][CH:15]=2)[CH:10]=[O:11])[CH2:5][CH2:4][CH2:3][CH2:2]1.[NH:33]1[CH2:37][CH2:36][CH2:35][C@H:34]1[CH2:38][N:39]1[C:43]2[N:44]=[CH:45][N:46]=[CH:47][C:42]=2[N:41]=[N:40]1.CCN(C(C)C)C(C)C>CS(C)=O>[Cl:32][C:26]1[N:25]=[C:24]([NH:23][NH:22][C:20](=[O:21])[C@H:7]([CH2:6][CH:1]2[CH2:2][CH2:3][CH2:4][CH2:5]2)[CH2:8][N:9]([O:12][CH2:13][C:14]2[CH:19]=[CH:18][CH:17]=[CH:16][CH:15]=2)[CH:10]=[O:11])[C:29]([F:30])=[C:28]([N:33]2[CH2:37][CH2:36][CH2:35][C@H:34]2[CH2:38][N:39]2[C:43]3[N:44]=[CH:45][N:46]=[CH:47][C:42]=3[N:41]=[N:40]2)[N:27]=1. Procedure: {(2R)-2-(Cyclopentylmethyl)-3-[2-(2,6-dichloro-5-fluoro-4-pyrimidinyl)hydrazino]-3-oxopropyl}[(phenylmethyl)oxy]formamide (136 mg, 0.278 mmol) and 3-[(2S)-2-pyrrolidinylmethyl]-3H-[1,2,3]triazolo[4,5-d]pyrimidine (63 mg, 0.308 mmol) were dissolved in DMSO (5 mL), then DIEA (59 μL, 0.308 mmol) was added, and the solution was heated at 65° C. overnight. When the reaction was complete as determined by LCMS, the solution was concentrated in vacuo, and the resulting crude product was purified by RP-H... The product is CNC(=O)c1nc(-c2cccc(C(=O)NCC3CCCN3Cc3ccccc3)c2)cnc1N. Reactants: [BH3-]C#N, CC(=O)O, CO, O=Cc1ccccc1, CNC(=O)c1nc(-c2cccc(C(=O)NCC3CCCN3)c2)cnc1N, [Na+]. As a reaction SMILES: [C:35]([BH3-:36])#[N:37].[CH3:39][C:40](=[O:41])[OH:42].[CH3:43][OH:44].[CH:27](=[O:28])[c:29]1[cH:30][cH:31][cH:32][cH:33][cH:34]1.[NH2:1][c:2]1[c:3]([C:23](=[O:24])[NH:25][CH3:26])[n:4][c:5](-[c:8]2[cH:9][c:10]([C:14](=[O:15])[NH:16][CH2:17][CH:18]3[NH:19][CH2:20][CH2:21][CH2:22]3)[cH:11][cH:12][cH:13]2)[cH:6][n:7]1.[Na+:38]>>[NH2:1][c:2]1[c:3]([C:23](=[O:24])[NH:25][CH3:26])[n:4][c:5](-[c:8]2[cH:9][c:10]([C:14](=[O:15])[NH:16][CH2:17][CH:18]3[N:19]([CH2:27][c:29]4[cH:30][cH:31][cH:32][cH:33][cH:34]4)[CH2:20][CH2:21][CH2:22]3)[cH:11][cH:12][cH:13]2)[cH:6][n:7]1. Reactants: [K+].[Br-] (KBr), ClC=1C=C(C=CC1)C(CNC(CC1=CC2=C(OC(O2)(C(=O)O)C(=O)O)C=C1)C)O (5-{2-[2-(3-chloro-phenyl)-2-hydroxy-ethylamino]-propyl}-benzo[1,3]dioxole-2,2-dicarboxylic acid), CC(CO)(C)C (2,2-dimethylpropanol), Cl (HCl). Run in C(Cl)(Cl)Cl (CHCl3). Yields the product CC(COC(=O)C1(OC2=C(O1)C=CC(=C2)C[C@@H](C)NC[C@H](O)C2=CC(=CC=C2)Cl)C(=O)OCC(C)(C)C)(C)C (5-{(2R)-2-[(2R)-2-(3-Chloro-phenyl)-2-hydroxy-ethylamino]-propyl}-benzo[1,3]dioxole-2,2-dicarboxylic acid bis-(2,2-dimethyl-propyl) ester). As a reaction SMILES: [Cl:1][C:2]1[CH:3]=[C:4]([CH:8]([OH:29])[CH2:9][NH:10][CH:11]([CH3:28])[CH2:12][C:13]2[CH:27]=[CH:26][C:16]3[O:17][C:18]([C:23]([OH:25])=[O:24])([C:20]([OH:22])=[O:21])[O:19][C:15]=3[CH:14]=2)[CH:5]=[CH:6][CH:7]=1.[CH3:30][C:31]([CH3:35])([CH3:34])[CH2:32]O.Cl.[K+].[Br-]>C(Cl)(Cl)Cl>[CH3:30][C:31]([CH3:35])([CH3:34])[CH2:32][O:24][C:23]([C:18]1([C:20]([O:22][CH2:30][C:31]([CH3:35])([CH3:34])[CH3:32])=[O:21])[O:17][C:16]2[CH:26]=[CH:27][C:13]([CH2:12][C@H:11]([NH:10][CH2:9][C@@H:8]([C:4]3[CH:5]=[CH:6][CH:7]=[C:2]([Cl:1])[CH:3]=3)[OH:29])[CH3:28])=[CH:14][C:15]=2[O:19]1)=[O:25] |f:3.4|. Procedure details: The title compound was prepared from 5-{2-[2-(3-chloro-phenyl)-2-hydroxy-ethylamino]-propyl}-benzo[1,3]dioxole-2,2-dicarboxylic acid and 2,2-dimethylpropanol according to the procedure of Example 1 as an off-white foam (HCl salt); 1H NMR (CDCl3) δ 0.924 (s, 18H), 1.45 (d, 2H), 1.75 (s, 2H), 2.80 (m, 1H), 3.17 (m, 1H), 3.45 (m, 1H), 3.98 (s, 4H), 5.45-5.55 (bd, 1H), 5.63-5.67 (bs, 1H), 6.75-6.80 (m, 2H), 6.80-6.89 (m, 2H), 7.25-7.35 (m, 3H), 7.440 (s, 1H), 8.75 (bs, 1H), 10.10 (bs, 1H); IR (KBr) ...